This data is from the Open Reaction Database (ORD), a public repository of structured organic reaction records. The task is: describe an organic reaction: reactants, conditions, products, and yield The reactants are FC=1C=C(C=O)C=CC1F (3,4-difluorobenzaldehyde), CC=1N=CNC1 (4-methylimidazole), C([O-])([O-])=O.[K+].[K+] (potassium carbonate), C(C)(=O)OCC (Ethyl acetate). Run in CN(C)C=O (DMF). Conditions: temperature 90 celsius, time 6 hour. Product: FC=1C=C(C=O)C=CC1N1C=NC(=C1)C (3-fluoro-4-(4-methyl-1H-imidazol-1-yl)benzaldehyde). The yield is 17.6%. As a reaction SMILES: [F:1][C:2]1[CH:3]=[C:4]([CH:7]=[CH:8][C:9]=1F)[CH:5]=[O:6].[CH3:11][C:12]1[N:13]=[CH:14][NH:15][CH:16]=1.C(=O)([O-])[O-].[K+].[K+].C(OCC)(=O)C>CN(C=O)C>[F:1][C:2]1[CH:3]=[C:4]([CH:7]=[CH:8][C:9]=1[N:15]1[CH:16]=[C:12]([CH3:11])[N:13]=[CH:14]1)[CH:5]=[O:6] |f:2.3.4|. Reported procedure: To a solution of 3,4-difluorobenzaldehyde (40.0 g) in DMF (533 mL), 4-methylimidazole (46.4 g) and potassium carbonate (78.0 g) were added at room temperature, and the reaction solution was stirred at 90° C. for six hours. The reaction solution was left to cool to room temperature. Ethyl acetate was added to the reaction solution, which was then sequentially washed with water and brine. The resulting organic layer was dried over magnesium sulfate and then concentrated under reduced pressure. The... The reactants are CCOCCNc1ncccc1N, CCOC(=O)N1CCC(N=C=S)CC1, C1CCOC1. Yields the product CCOCCNc1ncccc1NC(=S)NC1CCN(C(=O)OCC)CC1. RXN SMILES: [CH2:1]([CH3:2])[O:3][CH2:4][CH2:5][NH:6][c:7]1[n:8][cH:9][cH:10][cH:11][c:12]1[NH2:13].[N:14](=[C:15]=[S:16])[CH:17]1[CH2:18][CH2:19][N:20]([C:23](=[O:24])[O:25][CH2:26][CH3:27])[CH2:21][CH2:22]1.[O:28]1[CH2:29][CH2:30][CH2:31][CH2:32]1>>[CH2:1]([CH3:2])[O:3][CH2:4][CH2:5][NH:6][c:7]1[n:8][cH:9][cH:10][cH:11][c:12]1[NH:13][C:15]([NH:14][CH:17]1[CH2:18][CH2:19][N:20]([C:23](=[O:24])[O:25][CH2:26][CH3:27])[CH2:21][CH2:22]1)=[S:16]. Reactants: CN(C)C=O, O=C(Cl)C(=O)Cl, ClCCl, CC(C(=O)O)n1ncn(-c2ccc(OCC(F)(F)C(F)F)cc2)c1=O. The product is CC(C(=O)Cl)n1ncn(-c2ccc(OCC(F)(F)C(F)F)cc2)c1=O. Reaction SMILES: [CH3:35][N:36]([CH3:37])[CH:38]=[O:39].[Cl:26][C:27]([C:28]([Cl:29])=[O:30])=[O:31].[Cl:32][CH2:33][Cl:34].[F:1][C:2]([CH2:3][O:4][c:5]1[cH:6][cH:7][c:8](-[n:11]2[cH:12][n:13][n:14]([CH:17]([C:18](=[O:19])[OH:20])[CH3:21])[c:15]2=[O:16])[cH:9][cH:10]1)([CH:22]([F:23])[F:24])[F:25]>>[F:1][C:2]([CH2:3][O:4][c:5]1[cH:6][cH:7][c:8](-[n:11]2[cH:12][n:13][n:14]([CH:17]([C:18](=[O:19])[Cl:26])[CH3:21])[c:15]2=[O:16])[cH:9][cH:10]1)([CH:22]([F:23])[F:24])[F:25]. Reactants: BrC1=C(C=C(O)C=C1)O (4-bromoresorcinol), C([O-])([O-])=O.[K+].[K+] (potassium carbonate), COCCl (chloromethyl methyl ether), CC(=O)C (acetone). Conditions: time 22 hour. Product: BrC1=C(C=C(C=C1)OCOC)OCOC (1-bromo-2,4-bismethoxymethoxybenzene), crude product. Reaction SMILES: [Br:1][C:2]1[CH:8]=[CH:7][C:5]([OH:6])=[CH:4][C:3]=1[OH:9].[C:10](=[O:13])([O-])[O-].[K+].[K+].[CH3:16][O:17][CH2:18]Cl.[CH3:20]C(C)=O>>[Br:1][C:2]1[CH:8]=[CH:7][C:5]([O:6][CH2:16][O:17][CH3:18])=[CH:4][C:3]=1[O:9][CH2:20][O:13][CH3:10] |f:1.2.3|. Reported procedure: To a solution of 4-bromoresorcinol (30 g, 159 mmol) in acetone (300 ml) were added potassium carbonate (66 g, 471 mmol) and chloromethyl methyl ether (30 ml, 397 mmol) under ice-cooling and the mixture was stirred at room temperature for 22 hr. The reaction mixture was concentrated and water was added. The mixture was extracted with ethyl acetate and the organic layer was washed with saturated brine and dried over anhydrous magnesium sulfate. After filtration, the solvent was evaporated under re... Starting materials: CN(C)C=O, CCCCn1c(=O)n(Cc2ccccc2)c(=O)c2[nH]c(Cc3ccc(N)cc3)nc21, O=C1CCC(=O)O1. Yields the product CCCCn1c(=O)n(Cc2ccccc2)c(=O)c2[nH]c(Cc3ccc(N4C(=O)CCC4=O)cc3)nc21. As a reaction SMILES: [CH3:38][N:39]([CH3:40])[CH:41]=[O:42].[NH2:1][c:2]1[cH:3][cH:4][c:5]([CH2:6][c:7]2[n:8][c:9]3[n:10]([CH2:25][CH2:26][CH2:27][CH3:28])[c:11](=[O:24])[n:12]([CH2:17][c:18]4[cH:19][cH:20][cH:21][cH:22][cH:23]4)[c:13](=[O:16])[c:14]3[nH:15]2)[cH:29][cH:30]1.[O:31]=[C:32]1[CH2:33][CH2:34][C:35](=[O:36])[O:37]1>>[N:1]1([c:2]2[cH:3][cH:4][c:5]([CH2:6][c:7]3[n:8][c:9]4[n:10]([CH2:25][CH2:26][CH2:27][CH3:28])[c:11](=[O:24])[n:12]([CH2:17][c:18]5[cH:19][cH:20][cH:21][cH:22][cH:23]5)[c:13](=[O:16])[c:14]4[nH:15]3)[cH:29][cH:30]2)[C:32](=[O:31])[CH2:33][CH2:34][C:35]1=[O:36]. The reactants are N1([C@@H](CCC1=O)C(=O)N[C@@H](CC(C)C)C(=O)N1[C@@H](C(=O)N)CCC1)C(=O)OCC1=CC=CC=C1 (Z-Glp-Leu-D-Pro-NH2), [H][H] (hydrogen). Reagents/catalysts: [Pd] (palladium-on-carbon). The solvent is CO (methanol). The product is N1[C@@H](CCC1=O)C(=O)N[C@@H](CC(C)C)C(=O)N1[C@@H](C(=O)N)CCC1 (Glp-Leu-D-Pro-NH2). Yield: 79.1%. As a reaction SMILES: [N:1]1(C(OCC2C=CC=CC=2)=O)[C:5](=[O:6])[CH2:4][CH2:3][C@H:2]1[C:7]([NH:9][C@H:10]([C:15]([N:17]1[CH2:24][CH2:23][CH2:22][C@@H:18]1[C:19]([NH2:21])=[O:20])=[O:16])[CH2:11][CH:12]([CH3:14])[CH3:13])=[O:8].[H][H]>CO.[Pd]>[NH:1]1[C:5](=[O:6])[CH2:4][CH2:3][C@H:2]1[C:7]([NH:9][C@H:10]([C:15]([N:17]1[CH2:24][CH2:23][CH2:22][C@@H:18]1[C:19]([NH2:21])=[O:20])=[O:16])[CH2:11][CH:12]([CH3:14])[CH3:13])=[O:8]. Procedure details: 1.5 g (3.25 mmoles) of Z-Glp-Leu-D-Pro-NH2 are dissolved in 70 ml of methanol, 0.3 g of a 10% palladium-on-carbon catalyst are added to the solution, and hydrogen is bubbled through the mixture for one hour. The catalyst is filtered off, the filtrate is evaporated, and the amorphous residue is triturated with ether. The resulting 0.94 g of crude product are dissolved in water, the solution is decolourized, filtered, and the clear filtrate is freeze-dried. 0.87 g (79%) of Glp-Leu-D-Pro-NH2 are ob... Reactants: O=S(=O)(Cl)NC1CC1, Nc1ccc2nc(NC3CCc4ccccc43)ccc2c1. The product is O=S(=O)(Nc1ccc2nc(NC3CCc4ccccc43)ccc2c1)NC1CC1. Reaction SMILES: [CH:1]1([NH:4][S:5](=[O:6])(=[O:7])[Cl:8])[CH2:2][CH2:3]1.[CH:9]1([NH:18][c:19]2[n:20][c:21]3[cH:22][cH:23][c:24]([NH2:29])[cH:25][c:26]3[cH:27][cH:28]2)[CH2:10][CH2:11][c:12]2[cH:13][cH:14][cH:15][cH:16][c:17]21>>[CH:1]1([NH:4][S:5](=[O:6])(=[O:7])[NH:29][c:24]2[cH:23][cH:22][c:21]3[n:20][c:19]([NH:18][CH:9]4[CH2:10][CH2:11][c:12]5[cH:13][cH:14][cH:15][cH:16][c:17]54)[cH:28][cH:27][c:26]3[cH:25]2)[CH2:2][CH2:3]1. Starting materials: C(C1=CC=CC=C1)OC1=C(C=CC(=C1)CC1=C(C=CC=C1)COC)N1CC(NS1(=O)=O)=O (5-[2-benzyloxy-4-(2-methoxymethylbenzyl)-phenyl]-1,1-dioxo-1,2,5-thiadiazolidin-3-one). The reagents and catalysts are [Pd] (Pd/C). Solvent: C(C)O (ethanol). Yields the product OC1=C(C=CC(=C1)CC1=C(C=CC=C1)COC)N1CC(NS1(=O)=O)=O (5-[2-Hydroxy-4-(2-methoxymethylbenzyl)-phenyl]-1,1-dioxo-1,2,5-thiadiazolidin-3-one). As a reaction SMILES: C([O:8][C:9]1[CH:14]=[C:13]([CH2:15][C:16]2[CH:21]=[CH:20][CH:19]=[CH:18][C:17]=2[CH2:22][O:23][CH3:24])[CH:12]=[CH:11][C:10]=1[N:25]1[S:29](=[O:31])(=[O:30])[NH:28][C:27](=[O:32])[CH2:26]1)C1C=CC=CC=1>C(O)C.[Pd]>[OH:8][C:9]1[CH:14]=[C:13]([CH2:15][C:16]2[CH:21]=[CH:20][CH:19]=[CH:18][C:17]=2[CH2:22][O:23][CH3:24])[CH:12]=[CH:11][C:10]=1[N:25]1[S:29](=[O:31])(=[O:30])[NH:28][C:27](=[O:32])[CH2:26]1. Procedure: A solution of 5-[2-benzyloxy-4-(2-methoxymethylbenzyl)-phenyl]-1,1-dioxo-1,2,5-thiadiazolidin-3-one (270 mg) in ethanol (5 mL) is hydrogenated over 5% Pd/C at 1 atm for 2 h. The catalyst is removed by filtration through Celite and the solvent is removed under reduced pressure. The residue is purified by preparative HPLC to give the title compound. (M−1)−=361. HPLC retention time=1.01 min (Method A). Starting materials: NC1CCC2CN(Cc3ccccc3)CC12, ClCCl, On1nnc2ccccc21, O=C(O)C1(c2ccccc2)CCCC1. The product is O=C(NC1CCC2CN(Cc3ccccc3)CC21)C1(c2ccccc2)CCCC1. As a reaction SMILES: [CH2:25]([c:26]1[cH:27][cH:28][cH:29][cH:30][cH:31]1)[N:32]1[CH2:33][CH:34]2[CH:35]([CH2:36]1)[CH:37]([NH2:40])[CH2:38][CH2:39]2.[Cl:41][CH2:42][Cl:43].[OH:1][n:2]1[c:3]2[cH:4][cH:5][cH:6][cH:7][c:8]2[n:9][n:10]1.[c:11]1([C:17]2([C:22](=[O:23])[OH:24])[CH2:18][CH2:19][CH2:20][CH2:21]2)[cH:12][cH:13][cH:14][cH:15][cH:16]1>>[c:11]1([C:17]2([C:22](=[O:24])[NH:40][CH:37]3[CH:35]4[CH:34]([CH2:33][N:32]([CH2:25][c:26]5[cH:27][cH:28][cH:29][cH:30][cH:31]5)[CH2:36]4)[CH2:39][CH2:38]3)[CH2:18][CH2:19][CH2:20][CH2:21]2)[cH:12][cH:13][cH:14][cH:15][cH:16]1.